From a dataset of the Open Reaction Database (ORD), a public repository of structured organic reaction records. describe an organic reaction: reactants, conditions, products, and yield The reactants are Cc1noc(-c2ncn3c2c(C)nc2ccccc23)n1, ClCCl, O=C(OO)c1cccc(Cl)c1. The product is Cc1noc(-c2ncn3c2c(C)[n+]([O-])c2ccccc23)n1. Reaction SMILES: [CH3:1][c:2]1[c:3]2[n:4]([c:5]3[cH:6][cH:7][cH:8][cH:9][c:10]3[n:11]1)[cH:12][n:13][c:14]2-[c:15]1[n:16][c:17]([CH3:20])[n:18][o:19]1.[Cl:32][CH2:33][Cl:34].[OH:21][O:22][C:23]([c:24]1[cH:25][c:26]([Cl:27])[cH:28][cH:29][cH:30]1)=[O:31]>>[CH3:1][c:2]1[c:3]2[n:4]([c:5]3[cH:6][cH:7][cH:8][cH:9][c:10]3[n+:11]1[O-:21])[cH:12][n:13][c:14]2-[c:15]1[n:16][c:17]([CH3:20])[n:18][o:19]1. Starting materials: Nc1cc[nH]n1, C1CCOC1, O=C1Nc2ccccc2C1=CO, O=C1Nc2ccc(Cl)cc2C1=CO. Product: O=C1Nc2ccc(Cl)cc2C1=CNc1cc[nH]n1. RXN SMILES: [NH2:26][c:27]1[n:28][nH:29][cH:30][cH:31]1.[O:32]1[CH2:33][CH2:34][CH2:35][CH2:36]1.[OH:14][CH:15]=[C:16]1[C:17](=[O:18])[NH:19][c:20]2[c:21]1[cH:22][cH:23][cH:24][cH:25]2.[OH:1][CH:2]=[C:3]1[C:4](=[O:13])[NH:5][c:6]2[cH:7][cH:8][c:9]([Cl:12])[cH:10][c:11]21>>[CH:2](=[C:3]1[C:4](=[O:13])[NH:5][c:6]2[cH:7][cH:8][c:9]([Cl:12])[cH:10][c:11]21)[NH:26][c:27]1[n:28][nH:29][cH:30][cH:31]1. Starting materials: O1CCOC12CC(SCC2)O (1,4-Dioxa-8-thiaspiro[4.5]decan-7-ol), C(C)(=S)O (thioacetic acid), C1(=CC=C(C=C1)S(=O)(=O)O)C (p-toluenesulfonic acid). The solvent is C(Cl)(Cl)(Cl)Cl (carbon tetrachloride). Conditions: time 1 hour. The product is O1CCOC12CC(SCC2)SC(C)=O (Ethanethioic Acid S-(1,4-Dioxa-8-thiaspiro[4.5]decan-7-yl) Ester). As a reaction SMILES: [O:1]1[C:5]2([CH2:10][CH2:9][S:8][CH:7](O)[CH2:6]2)[O:4][CH2:3][CH2:2]1.[C:12]([OH:15])(=[S:14])[CH3:13].C1(C)C=CC(S(O)(=O)=O)=CC=1>C(Cl)(Cl)(Cl)Cl>[O:1]1[C:5]2([CH2:10][CH2:9][S:8][CH:7]([S:14][C:12](=[O:15])[CH3:13])[CH2:6]2)[O:4][CH2:3][CH2:2]1. Procedure details: A mixture of 0.545 g of product from Example 394, 0.23 ml of thioacetic acid, 0.16 g of p-toluenesulfonic acid and 8 ml of carbon tetrachloride is stirred at room temperature for 1 hour. After work up concentration in vacuo gives 0.556 g of the desired product. Reactants: CCOCC(=O)O, C1CCOC1, CO, O=C(Cl)C(=O)Cl, Nc1cccc2c1C(=O)N(C1CCC(=O)NC1=O)C2=O, CN(C)C=O. As a reaction SMILES: [CH2:1]([CH3:2])[O:3][CH2:4][C:5](=[O:6])[OH:7].[CH2:41]1[O:42][CH2:43][CH2:44][CH2:45]1.[CH3:39][OH:40].[Cl:8][C:9]([C:10]([Cl:11])=[O:12])=[O:13].[NH2:19][c:20]1[c:21]2[c:25]([cH:26][cH:27][cH:28]1)[C:24](=[O:29])[N:23]([CH:30]1[C:31](=[O:37])[NH:32][C:33](=[O:36])[CH2:34][CH2:35]1)[C:22]2=[O:38].[O:14]=[CH:15][N:16]([CH3:17])[CH3:18]>>[CH2:1]([CH3:2])[O:3][CH2:4][C:5](=[O:7])[NH:19][c:20]1[c:21]2[c:25]([cH:26][cH:27][cH:28]1)[C:24](=[O:29])[N:23]([CH:30]1[C:31](=[O:37])[NH:32][C:33](=[O:36])[CH2:34][CH2:35]1)[C:22]2=[O:38]. Yields the product CCOCC(=O)Nc1cccc2c1C(=O)N(C1CCC(=O)NC1=O)C2=O.